From a dataset of the Open Reaction Database (ORD), a public repository of structured organic reaction records. describe an organic reaction: reactants, conditions, products, and yield Starting materials: ClC1=NC=NC(=C1[N+](=O)[O-])C1=C(C=CC=C1)C (4-Chloro-5-nitro-6-o-tolyl-pyrimidine), [H][H] (hydrogen). Reagents/catalysts: [Pd] (palladium on carbon). The solvent is C(C)O (ethanol). The product is C1(=C(C=CC=C1)C1=NC=NC=C1N)C (4-o-Tolyl-pyrimidin-5-ylamine). Yield: 786.4%. RXN SMILES: Cl[C:2]1[C:7]([N+:8]([O-])=O)=[C:6]([C:11]2[CH:16]=[CH:15][CH:14]=[CH:13][C:12]=2[CH3:17])[N:5]=[CH:4][N:3]=1.[H][H]>[Pd].C(O)C>[C:12]1([CH3:17])[CH:13]=[CH:14][CH:15]=[CH:16][C:11]=1[C:6]1[C:7]([NH2:8])=[CH:2][N:3]=[CH:4][N:5]=1. Procedure: 4-Chloro-5-nitro-6-o-tolyl-pyrimidine (580 mg, 0.23 mmol) and 10% palladium on carbon (125 mg, 0.116 mmol) in ethanol were stirred under 1 atmosphere of hydrogen pressure for 16 hours. Filtration followed by removal of volatiles gave the desired compound as a yellow solid (335 mg, 78%) which was used in the next step without further purification. Reactants: S(C)(=O)(=O)[O-] (mesylate), C(C)(C)(C)OC(=O)N1[C@@H](C[C@@H](C1)OS(=O)(=O)C)C(NC1(CC1)C#N)=O ((2S,4S)-2-(1-cyano-cyclopropylcarbamoyl)-4-methanesulfonyloxy-pyrrolidine-1-carboxylic acid t-butyl ester), SC1=C(CO)C=CC=C1 (2-mercaptobenzyl alcohol). The product is C(C)(C)(C)OC(=O)N1[C@@H](C[C@H](C1)SC1=C(C=CC=C1)CO)C(NC1(CC1)C#N)=O ((2S,4R)-2-(1-cyano-cyclopropylcarbamoyl)-4-(2-hydroxymethyl-phenylsulfanyl)-pyrrolidine-1-carboxylic acid t-butyl ester). Reaction SMILES: S([O-])(=O)(=O)C.[C:6]([O:10][C:11]([N:13]1[CH2:17][C@@H:16](OS(C)(=O)=O)[CH2:15][C@H:14]1[C:23](=[O:30])[NH:24][C:25]1([C:28]#[N:29])[CH2:27][CH2:26]1)=[O:12])([CH3:9])([CH3:8])[CH3:7].[SH:31][C:32]1[CH:39]=[CH:38][CH:37]=[CH:36][C:33]=1[CH2:34][OH:35]>>[C:6]([O:10][C:11]([N:13]1[CH2:17][C@H:16]([S:31][C:32]2[CH:39]=[CH:38][CH:37]=[CH:36][C:33]=2[CH2:34][OH:35])[CH2:15][C@H:14]1[C:23](=[O:30])[NH:24][C:25]1([C:28]#[N:29])[CH2:26][CH2:27]1)=[O:12])([CH3:8])([CH3:9])[CH3:7]. Reported procedure: The reaction of the mesylate from experiment A2 with 2-mercaptobenzyl alcohol yielded (2S,4R)-2-(1-cyano-cyclopropylcarbamoyl)-4-(2-hydroxymethyl-phenylsulfanyl)-pyrrolidine-1-carboxylic acid t-butyl ester as a colorless oil. MS: 416.5 [M−H]−. Reactants: C#CC(=O)O, O=C([O-])O, Cc1ccccc1OCCCCBr, CO, CN(C)C=O, [Na+], O=C=O. The product is C#CC(=O)OCCCCOc1ccccc1C. RXN SMILES: [C:1]([C:2]#[CH:3])(=[O:4])[OH:5].[C:6](=[O:7])([OH:8])[O-:9].[CH3:14][c:15]1[c:16]([O:17][CH2:18][CH2:19][CH2:20][CH2:21][Br:22])[cH:23][cH:24][cH:25][cH:26]1.[CH3:27][OH:28].[CH3:29][N:30]([CH3:31])[CH:32]=[O:33].[Na+:10].[O:11]=[C:12]=[O:13]>>[C:1]([C:2]#[CH:3])(=[O:4])[O:5][CH2:21][CH2:20][CH2:19][CH2:18][O:17][c:16]1[c:15]([CH3:14])[cH:26][cH:25][cH:24][cH:23]1. Starting materials: OC=1C=C2C=CC=C(C2=CC1)C(=O)O (6-hydroxy-1-napthoic acid), C(=O)([O-])[O-].[Cs+].[Cs+] (Cs2CO3), Cl (HCl), Cl.ClC1=CC=NC=C1 (4-Chloropyridine hydrochloride). Procedure details: To a solution of 6-hydroxy-1-napthoic acid (2 g, 10.6 mmol) in DMSO (5 mL), Cs2CO3 (14 g, 42.4 mmol) was added and stirred at RT 10 min. 4-Chloropyridine hydrochloride (1.9 g, 12.7 mmol) was added in one portion and the reaction mixture heated to 140° C. for 12 h. The reaction mixture was cooled to RT, diluted with water and made pH 5 using 6 N HCl, at which point a brown precipitate crashed out. The solid was filtered and rinsed with water and hexanes to yield the title compound. Run at time 10 minute. Solvent: CS(=O)C (DMSO), O (water). As a reaction SMILES: [OH:1][C:2]1[CH:3]=[C:4]2[C:9](=[CH:10][CH:11]=1)[C:8]([C:12]([OH:14])=[O:13])=[CH:7][CH:6]=[CH:5]2.C([O-])([O-])=O.[Cs+].[Cs+].Cl.Cl[C:23]1[CH:28]=[CH:27][N:26]=[CH:25][CH:24]=1.Cl>CS(C)=O.O>[N:26]1[CH:27]=[CH:28][C:23]([O:1][C:2]2[CH:3]=[C:4]3[C:9](=[CH:10][CH:11]=2)[C:8]([C:12]([OH:14])=[O:13])=[CH:7][CH:6]=[CH:5]3)=[CH:24][CH:25]=1 |f:1.2.3,4.5|. Product: N1=CC=C(C=C1)OC=1C=C2C=CC=C(C2=CC1)C(=O)O (6-(pyridin-4-yloxy)-1-naphthoic acid). Reactants: OC1=CC=NN1C1=NC=CC(=C1)C#N (2-(5-hydroxy-1H-pyrazol-1-yl)pyridine-4-carbonitrile), C(C)C1=C(C=CC(=C1)C)CO ((2-ethyl-4-methylphenyl)methanol). Yields the product C(C)C1=C(C=CC(=C1)C)COC1=CC=NN1C1=NC=CC(=C1)C#N (2-[5-[(2-ethyl-4-methylphenyl)methoxy]pyrazol-1-yl]pyridine-4-carbonitrile). As a reaction SMILES: [OH:1][C:2]1[N:6]([C:7]2[CH:12]=[C:11]([C:13]#[N:14])[CH:10]=[CH:9][N:8]=2)[N:5]=[CH:4][CH:3]=1.[CH2:15]([C:17]1[CH:22]=[C:21]([CH3:23])[CH:20]=[CH:19][C:18]=1[CH2:24]O)[CH3:16]>>[CH2:15]([C:17]1[CH:22]=[C:21]([CH3:23])[CH:20]=[CH:19][C:18]=1[CH2:24][O:1][C:2]1[N:6]([C:7]2[CH:12]=[C:11]([C:13]#[N:14])[CH:10]=[CH:9][N:8]=2)[N:5]=[CH:4][CH:3]=1)[CH3:16]. Procedure: The title compound was prepared from 2-(5-hydroxy-1H-pyrazol-1-yl)pyridine-4-carbonitrile and (2-ethyl-4-methylphenyl)methanol according to the procedure for the preparation of Example 39, part C. 1H NMR (400 MHz, CDCl3): δ 1.20 (3H, t, J=7.6 Hz), 2.35 (3H, s), 2.68 (2H, q, J=7.6 Hz), 5.21 (2H, s), 5.79 (1H, d, J=1.6 Hz), 7.03 (1H, d, J=7.6 Hz), 7.07 (1H, s), 7.27 (1H, d, J=8.4 Hz), 7.36 (1H, dd, J=1.2 Hz, 4.8 Hz), 7.58 (1H, d, J=1.6 Hz), 7.96-7.97 (1H, s), 8.66 (1H, dd, J=0.8 Hz, 5.2 Hz). [M+H]... The reactants are ClC1=CC=C(C=N1)O (6-Chloropyridin-3-ol), BrCC1=CC=CC=C1 (1-(bromomethyl)benzene), C([O-])([O-])=O.[K+].[K+] (potassium carbonate), CN(C)C=O (DMF). Run in O (Water). Reaction conditions: time 8 hour. Product: C(C1=CC=CC=C1)OC=1C=CC(=NC1)Cl (5-(benzyloxy)-2-chloropyridine). Isolated yield 99.9%. As a reaction SMILES: [Cl:1][C:2]1[N:7]=[CH:6][C:5]([OH:8])=[CH:4][CH:3]=1.Br[CH2:10][C:11]1[CH:16]=[CH:15][CH:14]=[CH:13][CH:12]=1.C(=O)([O-])[O-].[K+].[K+].CN(C=O)C>O>[CH2:10]([O:8][C:5]1[CH:4]=[CH:3][C:2]([Cl:1])=[N:7][CH:6]=1)[C:11]1[CH:16]=[CH:15][CH:14]=[CH:13][CH:12]=1 |f:2.3.4|. Reported procedure: 6-Chloropyridin-3-ol (30.00 g, 231.6 mmol), 1-(bromomethyl)benzene (43.57 g, 254.7 mmol), and potassium carbonate (80.01 g, 579.0 mmol) were added to DMF (500 mL) and stirred at ambient temperature overnight. Water was added and extracted with ether. The organic phase was washed with 1M NaOH, dried, filtered, and concentrated to provide the title compound (50.8 g, 99.86% yield). The reactants are C(=O)([O-])[O-].[K+].[K+] (K2CO3), BrC1=C(C=CC=C1)C(CCCCCl)=O (1-(2-bromophenyl)-5-chloro-1-pentanone), CC(C(=O)NC1=CC(=CC=C1)C1CCNCC1)C (2-methyl-N-[3-(4-piperidinyl)phenyl]propanamide). The product is BrC1=C(C=CC=C1)C(CCCCN1CCC(CC1)C=1C=C(C=CC1)NC(C(C)C)=O)=O (N-(3-{1-[5-(2-BROMOPHENYL)-5-OXOPENTYL]-4-PIPERIDINYL}PHENYL)-2-METHYLPROPANAMIDE). RXN SMILES: C([O-])([O-])=O.[K+].[K+].[Br:7][C:8]1[CH:13]=[CH:12][CH:11]=[CH:10][C:9]=1[C:14](=[O:20])[CH2:15][CH2:16][CH2:17][CH2:18]Cl.[CH3:21][CH:22]([CH3:38])[C:23]([NH:25][C:26]1[CH:31]=[CH:30][CH:29]=[C:28]([CH:32]2[CH2:37][CH2:36][NH:35][CH2:34][CH2:33]2)[CH:27]=1)=[O:24]>>[Br:7][C:8]1[CH:13]=[CH:12][CH:11]=[CH:10][C:9]=1[C:14](=[O:20])[CH2:15][CH2:16][CH2:17][CH2:18][N:35]1[CH2:36][CH2:37][CH:32]([C:28]2[CH:27]=[C:26]([NH:25][C:23](=[O:24])[CH:22]([CH3:21])[CH3:38])[CH:31]=[CH:30][CH:29]=2)[CH2:33][CH2:34]1 |f:0.1.2|. Reported procedure: Prepared by Procedure K and Scheme B1 (K2CO3) using 1-(2-bromophenyl)-5-chloro-1-pentanone and 2-methyl-N-[3-(4-piperidinyl)phenyl]propanamide: ESMS m/e: 485.1 (M+H)+. Reactants: C(C)C1(CSC2=CC(=CC=C2C1CCCCCCCCC(C(=O)O)CCCCCCC(C(F)(F)F)(F)F)O)C1=CC=C(C=C1)O (10-[(3RS,4RS)-3-ethyl-7-hydroxy-3-(4-hydroxyphenyl)thiochroman-4-yl]-2-(7,7,8,8,8-pentafluoro-octyl)decanoic acid), FC(CCCC(C(=O)OCC)CCCCCC=C)(C(F)(F)F)F (ethyl 2-(4,4,5,5,5-pentafluoropentyl)-8-nonenoate). The product is C(C)C1(CSC2=CC(=CC=C2C1CCCCCCCCC(C(=O)O)CCCC(C(F)(F)F)(F)F)O)C1=CC=C(C=C1)O (10-[(3RS,4RS)-3-ethyl-7-hydroxy-3-(4-hydroxyphenyl)thiochroman-4-yl]-2-(4,4,5,5,5-pentafluoropentyl)decanoic acid). Reaction SMILES: [CH2:1]([C:3]1([C:39]2[CH:44]=[CH:43][C:42]([OH:45])=[CH:41][CH:40]=2)[CH:12]([CH2:13][CH2:14][CH2:15][CH2:16][CH2:17][CH2:18][CH2:19][CH2:20][CH:21]([CH2:25][CH2:26][CH2:27]CCCC(F)(F)C(F)(F)F)[C:22]([OH:24])=[O:23])[C:11]2[C:6](=[CH:7][C:8]([OH:38])=[CH:9][CH:10]=2)[S:5][CH2:4]1)[CH3:2].[F:46][C:47]([F:68])([C:64]([F:67])([F:66])[F:65])CCCC(CCCCCC=C)C(OCC)=O>>[CH2:1]([C:3]1([C:39]2[CH:40]=[CH:41][C:42]([OH:45])=[CH:43][CH:44]=2)[CH:12]([CH2:13][CH2:14][CH2:15][CH2:16][CH2:17][CH2:18][CH2:19][CH2:20][CH:21]([CH2:25][CH2:26][CH2:27][C:47]([F:68])([F:46])[C:64]([F:67])([F:66])[F:65])[C:22]([OH:24])=[O:23])[C:11]2[C:6](=[CH:7][C:8]([OH:38])=[CH:9][CH:10]=2)[S:5][CH2:4]1)[CH3:2]. Reported procedure: Starting with the allyl compound prepared in Example 13 and the ethyl 2-(4,4,5,5,5-pentafluoropentyl)-8-nonenoate prepared in Example 10, the same procedure as shown in Example 13 was repeated to give 10-[(3RS,4RS)-3-ethyl-7-hydroxy-3-(4-hydroxyphenyl)thiochroman-4-yl]-2-(4,4,5,5,5-pentafluoropentyl)decanoic acid. Reactants: C1CCNC1, CC(C)CCO, CS(=O)c1nc(N)c2c(n1)CCC(c1ccccc1Cl)C2. The product is Nc1nc(N2CCCC2)nc2c1CC(c1ccccc1Cl)CC2. Reaction SMILES: [CH2:22]1[CH2:23][CH2:24][NH:25][CH2:26]1.[CH2:27]([OH:28])[CH2:29][CH:30]([CH3:31])[CH3:32].[NH2:1][c:2]1[n:3][c:4]([S:19]([CH3:20])=[O:21])[n:5][c:6]2[c:11]1[CH2:10][CH:9]([c:12]1[c:13]([Cl:18])[cH:14][cH:15][cH:16][cH:17]1)[CH2:8][CH2:7]2>>[NH2:1][c:2]1[n:3][c:4]([N:25]2[CH2:24][CH2:23][CH2:22][CH2:26]2)[n:5][c:6]2[c:11]1[CH2:10][CH:9]([c:12]1[c:13]([Cl:18])[cH:14][cH:15][cH:16][cH:17]1)[CH2:8][CH2:7]2.